Dataset: the Open Reaction Database (ORD), a public repository of structured organic reaction records. Task: describe an organic reaction: reactants, conditions, products, and yield RXN SMILES: [OH:1][CH:2]([CH:4]1[C:10](=[O:11])[N:9]2[CH:5]1[CH2:6][C:7]([S:22][CH:23]([CH3:25])[CH3:24])=[C:8]2[C:12]([O:14]CC1C=CC=CC=1)=[O:13])[CH3:3].O.C(=O)(O)[O-].[Na+:31].C>O1CCOCC1.[Pd]>[OH:1][CH:2]([CH:4]1[C:10](=[O:11])[N:9]2[CH:5]1[CH2:6][C:7]([S:22][CH:23]([CH3:25])[CH3:24])=[C:8]2[C:12]([O-:14])=[O:13])[CH3:3].[Na+:31] |f:2.3,7.8|. Product: OC(C)C1C2CC(=C(N2C1=O)C(=O)[O-])SC(C)C.[Na+] (sodium 6-(1-hydroxyethyl)-3-isopropylthio-1-azabicyclo[3.2.0]hept-2-en-7-one-2-carboxylate). The solvent is O1CCOCC1 (dioxane). The reactants are OC(C)C1C2CC(=C(N2C1=O)C(=O)OCC1=CC=CC=C1)SC(C)C (Benzyl 6-(1-hydroxyethyl)-3-isopropylthio-1-azabicyclo[3.2.0]hept-2-en-7-one-2-carboxylate), O (water), C([O-])(O)=O.[Na+] (sodium bicarbonate), C (charcoal). Procedure details: Benzyl 6-(1-hydroxyethyl)-3-isopropylthio-1-azabicyclo[3.2.0]hept-2-en-7-one-2-carboxylate (25 mg) is dissolved in dioxane (2 ml) and the solution is treated with water (1 ml) containing sodium bicarbonate (6 mg) and 10% palladium on powdered charcoal (25 mg). The resulting mixture is hydrogenated at 40 psi for 1 hr. The catalyst is filtered off and washed with water (3 ml). The combined filtrate is extracted with ethyl acetate (3×2 ml), concentrated in vacuo, and lyophilized to afford sodium 6-... Conditions: time 1 hour. Reagents/catalysts: [Pd] (palladium). The reactants are C=CC(=O)OC, CC(C)=O, Cl, O=N[O-], Nc1ccc2c(c1)NC(=O)C(Cc1ccccc1)O2, [Na+], O. Product: COC(=O)C(Cl)Cc1ccc2c(c1)NC(=O)C(Cc1ccccc1)O2. Reaction SMILES: [C:25]([CH:26]=[CH2:27])(=[O:28])[O:29][CH3:30].[CH3:32][C:33](=[O:34])[CH3:35].[ClH:24].[N:1]([O-:2])=[O:3].[NH2:5][c:6]1[cH:7][cH:8][c:9]2[c:10]([cH:23]1)[NH:11][C:12](=[O:22])[CH:13]([CH2:15][c:16]1[cH:17][cH:18][cH:19][cH:20][cH:21]1)[O:14]2.[Na+:4].[OH2:31]>>[c:6]1([CH2:27][CH:26]([Cl:24])[C:25](=[O:28])[O:29][CH3:30])[cH:7][cH:8][c:9]2[c:10]([cH:23]1)[NH:11][C:12](=[O:22])[CH:13]([CH2:15][c:16]1[cH:17][cH:18][cH:19][cH:20][cH:21]1)[O:14]2. Reactants: C(C)(=O)NCCN1N=NN=C1S (1-(2-acetamidoethyl)-1H-tetrazole-5-thiol), Cl (hydrochloric acid). The product is Cl.NCCN1N=NN=C1S (1-(2-aminoethyl)-1H-tetrazole-5-thiol hydrochloride). Reaction SMILES: C([NH:4][CH2:5][CH2:6][N:7]1[C:11]([SH:12])=[N:10][N:9]=[N:8]1)(=O)C.[ClH:13]>>[ClH:13].[NH2:4][CH2:5][CH2:6][N:7]1[C:11]([SH:12])=[N:10][N:9]=[N:8]1 |f:2.3|. Procedure details: A mixture of 1-(2-acetamidoethyl)-1H-tetrazole-5-thiol (1.56 g.) in 6 N-hydrochloric acid (20 ml.) was heated under reflux for 2 hours and the resulting solution was evaporated to dryness under reduced pressure. The residue was dried over potassium hydroxide under reduced pressure to give 1-(2-aminoethyl)-1H-tetrazole-5-thiol hydrochloride (1.45 g.), m.p. 190° to 193° C. (dec.).